Dataset: the Open Reaction Database (ORD), a public repository of structured organic reaction records. Task: describe an organic reaction: reactants, conditions, products, and yield Run in CN(C=O)C (N,N-dimethylformamide), O (water). Yields the product C(C)(=O)OCCOC1=CC=C(C=C1)C(C(CC1=CC(=CC=C1)OC(C(F)F)(F)F)NC(=O)C1=CC=CC2=C1C=CCCC2)O ((4-{(1RS,2SR)-2-[(6,7-dihydro-5H-benzo[a][7]annulen-1-ylcarbonyl)amino]-1-hydroxy-3-[3-(1,1,2,2-tetrafluoroethoxy)phenyl]propyl}phenoxy)ethyl acetate). Reaction SMILES: [OH:1][CH:2]([C:32]1[CH:37]=[CH:36][C:35]([OH:38])=[CH:34][CH:33]=1)[CH:3]([NH:18][C:19]([C:21]1[CH:22]=[CH:23][CH:24]=[C:25]2[CH2:31][CH2:30][CH2:29][CH:28]=[CH:27][C:26]=12)=[O:20])[CH2:4][C:5]1[CH:10]=[CH:9][CH:8]=[C:7]([O:11][C:12]([F:17])([F:16])[CH:13]([F:15])[F:14])[CH:6]=1.C(=O)([O-])[O-].[K+].[K+].Br[CH2:46][C:47]([O:49][CH2:50][CH3:51])=[O:48]>CN(C)C=O.O>[C:47]([O:49][CH2:50][CH2:51][O:38][C:35]1[CH:36]=[CH:37][C:32]([CH:2]([OH:1])[CH:3]([NH:18][C:19]([C:21]2[C:26]3[CH:27]=[CH:28][CH2:29][CH2:30][CH2:31][C:25]=3[CH:24]=[CH:23][CH:22]=2)=[O:20])[CH2:4][C:5]2[CH:10]=[CH:9][CH:8]=[C:7]([O:11][C:12]([F:16])([F:17])[CH:13]([F:15])[F:14])[CH:6]=2)=[CH:33][CH:34]=1)(=[O:48])[CH3:46] |f:1.2.3|. Reported procedure: To a solution of N-{(1RS,2SR)-2-hydroxy-2-(4-hydroxyphenyl)-1-[3-(1,1,2,2-tetrafluoroethoxy)benzyl]ethyl}-6,7-dihydro-5H-benzo[a][7]annulene-1-carboxamide (600 mg, 1.13 mmol) in N,N-dimethylformamide (20 ml) were added potassium carbonate (470 mg, 3.40 mmol) and ethyl bromoacetate (570 mg, 3.40 mmol), and the mixture was stirred overnight at room temperature. The reaction solution was diluted with water (100 ml) and extracted with ethyl acetate (100 ml×2). The extract was washed successively wit... Run at time 8 hour. Starting materials: OC(C(CC1=CC(=CC=C1)OC(C(F)F)(F)F)NC(=O)C=1C=CC=C2C1C=CCCC2)C2=CC=C(C=C2)O (N-{(1RS,2SR)-2-hydroxy-2-(4-hydroxyphenyl)-1-[3-(1,1,2,2-tetrafluoroethoxy)benzyl]ethyl}-6,7-dihydro-5H-benzo[a][7]annulene-1-carboxamide), C([O-])([O-])=O.[K+].[K+] (potassium carbonate), BrCC(=O)OCC (ethyl bromoacetate). Starting materials: CCOC(C)=O, CS(C)=O, NC1CC1, O, COc1cc2nccc(Oc3ccc(NC(=O)Oc4ccccc4)c(F)c3)c2cc1OC. RXN SMILES: [CH3:37][CH2:38][O:39][C:40](=[O:41])[CH3:42].[CH3:44][S:45]([CH3:46])=[O:47].[CH:33]1([NH2:36])[CH2:34][CH2:35]1.[OH2:43].[c:1]1([O:7][C:8](=[O:2])[NH:9][c:10]2[c:11]([F:31])[cH:12][c:13]([O:16][c:17]3[cH:18][cH:19][n:20][c:21]4[cH:22][c:23]([O:29][CH3:30])[c:24]([O:27][CH3:28])[cH:25][c:26]34)[cH:14][cH:15]2)[cH:3][cH:4][cH:5][cH:6][cH:32]1>>[O:7]=[C:8]([NH:9][c:10]1[c:11]([F:31])[cH:12][c:13]([O:16][c:17]2[cH:18][cH:19][n:20][c:21]3[cH:22][c:23]([O:29][CH3:30])[c:24]([O:27][CH3:28])[cH:25][c:26]23)[cH:14][cH:15]1)[NH:36][CH:33]1[CH2:34][CH2:35]1. The product is COc1cc2nccc(Oc3ccc(NC(=O)NC4CC4)c(F)c3)c2cc1OC.